From a dataset of the Open Reaction Database (ORD), a public repository of structured organic reaction records. describe an organic reaction: reactants, conditions, products, and yield Starting materials: CCCCc1cn(C(C)(C)C)sc1=NC(=O)C1(C)CCC(C(=O)O)C1(C)C, NC1CCC1, Cl. The product is CCCCc1cn(C(C)(C)C)sc1=NC(=O)C1(C)CCC(C(=O)NC2CCC2)C1(C)C. RXN SMILES: [CH2:1]([CH2:2][CH2:3][CH3:4])[c:5]1[cH:6][n:7]([C:24]([CH3:25])([CH3:26])[CH3:27])[s:8][c:9]1=[N:10][C:11](=[O:12])[C:13]1([CH3:23])[C:14]([CH3:21])([CH3:22])[CH:15]([C:18](=[O:19])[OH:20])[CH2:16][CH2:17]1.[CH:29]1([NH2:33])[CH2:30][CH2:31][CH2:32]1.[ClH:28]>>[CH2:1]([CH2:2][CH2:3][CH3:4])[c:5]1[cH:6][n:7]([C:24]([CH3:25])([CH3:26])[CH3:27])[s:8][c:9]1=[N:10][C:11](=[O:12])[C:13]1([CH3:23])[C:14]([CH3:21])([CH3:22])[CH:15]([C:18](=[O:20])[NH:33][CH:29]2[CH2:30][CH2:31][CH2:32]2)[CH2:16][CH2:17]1. Starting materials: O (water), ClC=1C=C(C(=CC1C1=CC=C(C=C1)Cl)N)N (4-chloro-5-(4-chlorophenyl)benzene-1,2-diamine), FC(C(C(C(=O)O)(F)F)(F)F)(F)F (heptafluorobutanoic acid), C([O-])(O)=O.[Na+] (sodium bicarbonate). The product is ClC1=CC2=C(NC(=N2)C(C(C(F)(F)F)(F)F)(F)F)C=C1C1=CC=C(C=C1)Cl (5-chloro-6-(4-chlorophenyl)-2-(heptafluoropropyl)-1H-1,3-benzodiazole). The yield is 62.0%. Reaction SMILES: [Cl:1][C:2]1[CH:3]=[C:4]([NH2:16])[C:5]([NH2:15])=[CH:6][C:7]=1[C:8]1[CH:13]=[CH:12][C:11]([Cl:14])=[CH:10][CH:9]=1.O.C(=O)(O)[O-].[Na+].[F:23][C:24]([F:35])([F:34])[C:25]([F:33])([F:32])[C:26]([F:31])([F:30])[C:27](O)=O>>[Cl:1][C:2]1[C:7]([C:8]2[CH:9]=[CH:10][C:11]([Cl:14])=[CH:12][CH:13]=2)=[CH:6][C:5]2[NH:15][C:27]([C:26]([F:30])([F:31])[C:25]([F:32])([F:33])[C:24]([F:35])([F:34])[F:23])=[N:16][C:4]=2[CH:3]=1 |f:2.3|. Procedure details: To a solution of 5-chloro-2-nitroaniline (50 g, 289.74 mmol) in AcOH (200 ml) was added NIS (63 g, 280.02 mmol) with stirring overnight at room temperature. Then the solids were collected by filtration and washed with water (50 ml). The solid was dried in an oven under reduced pressure to afford 5-chloro-4-iodo-2-nitroaniline as a yellow solid (70 g, 81%). Next, to a solution of 5-chloro-4-iodo-2-nitroaniline (15 g, 50.26 mmol) in dioxane (200 ml) and water (20 ml) was added (4-chlorophenyl)boro...